Dataset: the Open Reaction Database (ORD), a public repository of structured organic reaction records. Task: describe an organic reaction: reactants, conditions, products, and yield Starting materials: Cl (HCl), ClC1=CN=C(C2=CC(=CC=C12)S(=O)(=O)N[C@@H]1CC[C@H](CC1)C(=O)OCC)NC(=N)N (ethyl trans-4-{[(4-chloro-1-guanidino-7-isoquinolinyl)sulphonyl]amino}cyclohexanecarboxylate). Run in O1CCOCC1 (dioxane). The product is ClC1=CN=C(C2=CC(=CC=C12)S(=O)(=O)N[C@@H]1CC[C@H](CC1)C(=O)O)NC(=N)N (trans-4-{[(4-chloro-1-guanidino-7-isoquinolinyl)sulphonyl]amino}-cyclohexanecarboxylic acid). As a reaction SMILES: Cl.[Cl:2][C:3]1[C:12]2[C:7](=[CH:8][C:9]([S:13]([NH:16][C@H:17]3[CH2:22][CH2:21][C@H:20]([C:23]([O:25]CC)=[O:24])[CH2:19][CH2:18]3)(=[O:15])=[O:14])=[CH:10][CH:11]=2)[C:6]([NH:28][C:29]([NH2:31])=[NH:30])=[N:5][CH:4]=1>O1CCOCC1>[Cl:2][C:3]1[C:12]2[C:7](=[CH:8][C:9]([S:13]([NH:16][C@H:17]3[CH2:22][CH2:21][C@H:20]([C:23]([OH:25])=[O:24])[CH2:19][CH2:18]3)(=[O:14])=[O:15])=[CH:10][CH:11]=2)[C:6]([NH:28][C:29]([NH2:31])=[NH:30])=[N:5][CH:4]=1. Reported procedure: A solution of HCl (5 mL, 2 M, 10 mmol) was added to a solution of ethyl trans-4-{[(4-chloro-1-guanidino-7-isoquinolinyl)sulphonyl]amino}cyclohexanecarboxylate (55 mg, 0.121 mmol) in dioxane (5.0 mL) and the mixture was heated at reflux for 2 h. The solvents were evaporated in vacuo and the residue was purified by column chromatography upon MCI gel (CHP 20P) using water-MeOH (100:0 to 20:80) as eluant to give trans-4-{[(4-chloro-1-guanidino-7-isoquinolinyl)sulphonyl]amino}-cyclohexanecarboxylic a... The reactants are N1CC(C1)O (Azetidin-3-ol), CCN(C(C)C)C(C)C (DIPEA), CS(=O)(=O)Cl (methanesulfonyl chloride). Run in O1CCCC1 (tetrahydrofuran). Conditions: temperature 0 celsius, time 2 hour. The product is CS(=O)(=O)OC1CN(C1)S(=O)(=O)C (1-(Methylsulfonyl)azetidin-3-yl methanesulfonate). As a reaction SMILES: [NH:1]1[CH2:4][CH:3]([OH:5])[CH2:2]1.CCN(C(C)C)C(C)C.[CH3:15][S:16](Cl)(=[O:18])=[O:17]>O1CCCC1>[CH3:15][S:16]([O:5][CH:3]1[CH2:4][N:1]([S:16]([CH3:15])(=[O:18])=[O:17])[CH2:2]1)(=[O:18])=[O:17]. Procedure details: Azetidin-3-ol (3.3 g) and DIPEA (20 mL) are dissolved in dry tetrahydrofuran (40 mL). After 30 min the reaction mixture is cooled to 0° C. and methanesulfonyl chloride (10.9 g) is added dropwise. After stirring for 2 hours at ambient temperature, the mixture is concentrated under vacuum, partitioned between ethyl acetate and water. The organic phase is dried (MgSO4) and concentrated. Chromatography of the residue on silica gel (cyclohexane/ethyl acetate 70:30) gives the title compound. Yield: 5 ... Reactants: C(C#C)(=O)OCC (Ethyl propiolate), BrC1=CC(=CC=C1)I (1-bromo-3-iodobenzene), PdCl2(CH3CN)2, C([O-])([O-])=O.[K+].[K+] (potassium carbonate). The reagents and catalysts are [Cu]I (copper (1) iodide). Run in CN(C=O)C (N,N-dimethylformamide). Conditions: time 1 hour. Yields the product BrC=1C=C(C=CC1)C#CC(=O)OCC (ethyl 3-(3-bromophenyl)prop-2-ynoate). The yield is 24.1%. As a reaction SMILES: [C:1]([O:5][CH2:6][CH3:7])(=[O:4])[C:2]#[CH:3].[Br:8][C:9]1[CH:14]=[CH:13][CH:12]=[C:11](I)[CH:10]=1.C(=O)([O-])[O-].[K+].[K+]>CN(C)C=O.[Cu]I>[Br:8][C:9]1[CH:10]=[C:11]([C:3]#[C:2][C:1]([O:5][CH2:6][CH3:7])=[O:4])[CH:12]=[CH:13][CH:14]=1 |f:2.3.4|. Reported procedure: Ethyl propiolate (2.15 mL, 21.2 mmol, 1.20 equiv) was added to a mixture of 1-bromo-3-iodobenzene (5.00 g, 17.7 mmol, 1 equiv), PdCl2(CH3CN)2 (367 mg, 1.41 mmol, 0.080 equiv), copper (1) iodide (135 mg, 0.707 mmol, 0.040 equiv) and potassium carbonate (2.93 g, 21.2 mmol, 1.20 equiv) in N,N-dimethylformamide (44 mL) at 22° C. The reaction mixture was stirred for 1 hour, then was partitioned between ethyl acetate and saturated aqueous ammonium chloride solution. The organic layer was washed sequen... The reactants are CCCCP(CCCC)CCCC, COC(=O)C(Cc1ccc(O)cc1)C(=O)OC, CCCCCCC, OCCn1c2ccccc2c2ccncc21, c1ccccc1. The product is COC(=O)C(Cc1ccc(OCCn2c3ccccc3c3ccncc32)cc1)C(=O)OC. As a reaction SMILES: [CH2:17]([P:18]([CH2:19][CH2:20][CH2:21][CH3:22])[CH2:23][CH2:24][CH2:25][CH3:26])[CH2:27][CH2:28][CH3:29].[CH3:30][O:31][C:32]([CH:33]([C:34](=[O:35])[O:36][CH3:37])[CH2:38][c:39]1[cH:40][cH:41][c:42]([OH:45])[cH:43][cH:44]1)=[O:46].[CH3:47][CH2:48][CH2:49][CH2:50][CH2:51][CH2:52][CH3:53].[cH:1]1[n:2][cH:3][cH:4][c:5]2[c:6]3[cH:7][cH:8][cH:9][cH:10][c:11]3[n:12]([CH2:14][CH2:15][OH:16])[c:13]12.[cH:54]1[cH:55][cH:56][cH:57][cH:58][cH:59]1>>[cH:1]1[n:2][cH:3][cH:4][c:5]2[c:6]3[cH:7][cH:8][cH:9][cH:10][c:11]3[n:12]([CH2:14][CH2:15][O:16][c:42]3[cH:41][cH:40][c:39]([CH2:38][CH:33]([C:32]([O:31][CH3:30])=[O:46])[C:34](=[O:35])[O:36][CH3:37])[cH:44][cH:43]3)[c:13]12. The reactants are CC(=O)Nc1cc(C(=O)O)ccn1, CO, Cl. Product: COC(=O)c1ccnc(NC(C)=O)c1. As a reaction SMILES: [C:1]([CH3:2])(=[O:3])[NH:4][c:5]1[n:6][cH:7][cH:8][c:9]([C:11](=[O:12])[OH:13])[cH:10]1.[CH3:15][OH:16].[ClH:14]>>[C:1]([CH3:2])(=[O:3])[NH:4][c:5]1[n:6][cH:7][cH:8][c:9]([C:11](=[O:12])[O:13][CH3:15])[cH:10]1. Reaction SMILES: [C:1]([O:5][C:6](=[O:42])[CH2:7][N:8]1[CH2:13][CH2:12][N:11]([C:14](=[O:35])[C@H:15]([CH2:27][C:28]2[CH:33]=[CH:32][C:31]([OH:34])=[CH:30][CH:29]=2)[NH:16]C(OCC2C=CC=CC=2)=O)[C@@H:10]([CH2:36][C:37]([O:39][CH3:40])=[O:38])[C:9]1=[O:41])([CH3:4])([CH3:3])[CH3:2].C(O)(=O)C.CO>[H][H].[C].[Pd]>[C:6]([OH:42])(=[O:5])[CH3:7].[C:1]([O:5][C:6](=[O:42])[CH2:7][N:8]1[CH2:13][CH2:12][N:11]([C:14](=[O:35])[C@H:15]([CH2:27][C:28]2[CH:29]=[CH:30][C:31]([OH:34])=[CH:32][CH:33]=2)[NH2:16])[C@@H:10]([CH2:36][C:37]([O:39][CH3:40])=[O:38])[C:9]1=[O:41])([CH3:4])([CH3:2])[CH3:3] |f:4.5,6.7|. Run in [H][H] (hydrogen). Reactants: C(C)(C)(C)OC(CN1C([C@@H](N(CC1)C([C@@H](NC(=O)OCC1=CC=CC=C1)CC1=CC=C(C=C1)O)=O)CC(=O)OC)=O)=O ((S)-4-(N-benzyloxycarbonyl-L-tyrosyl)-3 -methoxycarbonylmethyl-2-oxopiperazine- 1-acetic acid tert-butyl ester), C(C)(=O)O (acetic acid), CO (methanol). Reported procedure: A mixture of 1.3 g of (S)-4-(N-benzyloxycarbonyl-L-tyrosyl)-3 -methoxycarbonylmethyl-2-oxopiperazine- 1-acetic acid tert-butyl ester thus obtained, 300 mg of 10% palladium-carbon, 180 mg of acetic acid and 20 ml of methanol was stirred for 30 minutes in hydrogen streams. The catalyst was filtered off, and the filtrate was concentrated under reduced pressure to afford 1.0 g of (S)-4-L-tyrosyl-3-methoxycarbonylmethyl-2-oxo-piperazine-1-acetic acid tert-butyl ester acetate as a colorless oily produ... Reagents/catalysts: [C].[Pd] (palladium-carbon). The product is C(C)(=O)O.C(C)(C)(C)OC(CN1C([C@@H](N(CC1)C([C@@H](N)CC1=CC=C(C=C1)O)=O)CC(=O)OC)=O)=O ((S)-4-L-tyrosyl-3-methoxycarbonylmethyl-2-oxo-piperazine-1-acetic acid tert-butyl ester acetate). Isolated yield 176.2%. Reactants: CCOC(=O)CBr, CN(C)C=O, [H-], Nc1ncnc2[nH]nc(I)c12, [Na+]. Yields the product CCOC(=O)Cn1nc(I)c2c(N)ncnc21. Reaction SMILES: [Br:14][CH2:15][C:16](=[O:17])[O:18][CH2:19][CH3:20].[CH3:21][N:22]([CH3:23])[CH:24]=[O:25].[H-:1].[I:3][c:4]1[n:5][nH:6][c:7]2[n:8][cH:9][n:10][c:11]([NH2:13])[c:12]12.[Na+:2]>>[I:3][c:4]1[n:5][n:6]([CH2:15][C:16](=[O:17])[O:18][CH2:19][CH3:20])[c:7]2[n:8][cH:9][n:10][c:11]([NH2:13])[c:12]12. Starting materials: NC1=NNC=N1 (3-amino-1,2,4-triazole), C(C)OC=C(C(=O)OCC)C(=O)OCC (diethyl ethoxymethylenemalonate). Run in C(C)(=O)O (acetic acid). Product: OC1=C(C=NC=2N1N=CN2)C(=O)OCC (Ethyl 7-hydroxy-1,2,4-triazolo[1,5-a]pyrimidine-6-carboxylate). As a reaction SMILES: [NH2:1][C:2]1[N:6]=[CH:5][NH:4][N:3]=1.C([O:9][CH:10]=[C:11]([C:17](OCC)=O)[C:12]([O:14][CH2:15][CH3:16])=[O:13])C>C(O)(=O)C>[OH:9][C:10]1[N:3]2[N:4]=[CH:5][N:6]=[C:2]2[N:1]=[CH:17][C:11]=1[C:12]([O:14][CH2:15][CH3:16])=[O:13]. Procedure: A mixture of 3-amino-1,2,4-triazole (8.4g, 100mM) and diethyl ethoxymethylenemalonate (24.0g, 110mM) in glacial acetic acid (150ml) was heated under reflux for six hours. The resulting precipitated product was filtered and dried in vacuo. Yield 8.20g (36.6%). δ (DMSO-d6), 12.85 (1H,s, --OH), 8.87 (1H,s, H2), 8.56 (1H,s, H5), 4.38 (2H,q,--CH2CH3), 1.34 (3H,t, --CH2CH3); νmax (KBr disc) 1730 (ester C=O)cm-1 ; (Found: C, 45.99; H, 3.94; N, 27.29%. C8H8N4O3 requires C, 46.16; H, 3.87; N, 26.91%).